This data is from the Open Reaction Database (ORD), a public repository of structured organic reaction records. The task is: describe an organic reaction: reactants, conditions, products, and yield Starting materials: O1C(C(C(C1C(=O)O)C(=O)O)C(=O)O)C(=O)O (tetrahydrofuran-2,3,4,5-tetracarboxylic acid), C1(C(CC(C(C1)C(=O)O)C(=O)O)C(=O)O)C(=O)O (1,2,4,5-cyclohexanetetracarboxylic acid). Yields the product C1=C2C(=CC3=C1C(=O)OC3=O)C(=O)OC2=O (1,2,4,5-benzenetetracarboxylic anhydride). Reaction SMILES: O1C(C(O)=O)C(C(O)=O)C(C(O)=O)C1C(O)=O.[CH:18]1([C:33]([OH:35])=[O:34])[CH2:23][CH:22]([C:24]([OH:26])=O)[CH:21]([C:27]([OH:29])=[O:28])[CH2:20][CH:19]1[C:30]([OH:32])=O>>[CH:23]1[C:18]2[C:33]([O:35][C:30](=[O:32])[C:19]=2[CH:20]=[C:21]2[C:27]([O:28][C:24](=[O:26])[C:22]=12)=[O:29])=[O:34]. Procedure: tetrahydrofuran-2,3,4,5-tetracarboxylic acid and 1,2,4,5-cyclohexanetetracarboxylic acid . The reactants are C1(CC1)CNC=1C=C(C(=CC1)C#N)C#N (4-[(cyclopropylmethyl)amino]-1,2-benzenedicarbonitrile), BrC(C(=O)OC(C)(C)C)C (1,1-dimethylethyl 2-bromopropanoate). The product is C1(CC1)CN([C@@H](C)C(=O)OC(C)(C)C)C1=CC(=C(C=C1)C#N)C#N (1,1-Dimethylethyl N-(cyclopropylmethyl)-N-(3,4-dicyanophenyl)alaninate). As a reaction SMILES: [CH:1]1([CH2:4][NH:5][C:6]2[CH:7]=[C:8]([C:14]#[N:15])[C:9]([C:12]#[N:13])=[CH:10][CH:11]=2)[CH2:3][CH2:2]1.Br[CH:17]([CH3:25])[C:18]([O:20][C:21]([CH3:24])([CH3:23])[CH3:22])=[O:19]>>[CH:1]1([CH2:4][N:5]([C:6]2[CH:11]=[CH:10][C:9]([C:12]#[N:13])=[C:8]([C:14]#[N:15])[CH:7]=2)[C@H:17]([C:18]([O:20][C:21]([CH3:24])([CH3:23])[CH3:22])=[O:19])[CH3:25])[CH2:2][CH2:3]1. Procedure details: Synthesized in a manner similar to example 1B using 4-[(cyclopropylmethyl)amino]-1,2-benzenedicarbonitrile and 1,1-dimethylethyl 2-bromopropanoate: MS (ES) m/z 326 (M+1). Product: ClC1=CC(=C(C=C1O)N1C(=NC(=CC1=O)C(F)(F)F)OC)F (1-(4-chloro-2-fluoro-5-hydroxyphenyl)-2-methoxy-4-trifluoromethyl-6(1H)-pyrimidinone). Procedure: 3.70 ml of concentrated sulphuric acid are added dropwise during 1 minute to a solution of 3.80 g of 1-(4-chloro-2-fluoro-5-isopropoxyphenyl) -2-methoxy-4-trifluoromethyl-6(1H)-pyrimidinone (see Example 4, 2nd part) in 10 ml of methylene chloride while stirring and cooling at room temperature. The reaction mixture is stirred at room temperature for 3 hours and poured on to 15 g of ice. The organic phase is separated and the aqueous phase is extracted twice with 5 ml of methylene chloride each ti... As a reaction SMILES: S(=O)(=O)(O)O.[Cl:6][C:7]1[C:12]([O:13]C(C)C)=[CH:11][C:10]([N:17]2[C:22](=[O:23])[CH:21]=[C:20]([C:24]([F:27])([F:26])[F:25])[N:19]=[C:18]2[O:28][CH3:29])=[C:9]([F:30])[CH:8]=1>C(Cl)Cl>[Cl:6][C:7]1[C:12]([OH:13])=[CH:11][C:10]([N:17]2[C:22](=[O:23])[CH:21]=[C:20]([C:24]([F:25])([F:27])[F:26])[N:19]=[C:18]2[O:28][CH3:29])=[C:9]([F:30])[CH:8]=1. Starting materials: S(O)(O)(=O)=O (sulphuric acid), ClC1=CC(=C(C=C1OC(C)C)N1C(=NC(=CC1=O)C(F)(F)F)OC)F (1-(4-chloro-2-fluoro-5-isopropoxyphenyl) -2-methoxy-4-trifluoromethyl-6(1H)-pyrimidinone), ice. Run in C(Cl)Cl (methylene chloride).